This data is from the Open Reaction Database (ORD), a public repository of structured organic reaction records. The task is: describe an organic reaction: reactants, conditions, products, and yield Reactants: [Br-].C(C)(=O)OC1=C(C=C[N+]2=CC=CC=C12)Br (1-acetoxy-2-bromoquinolizinium bromide), CCOC1=CC=C(C=C1)N (p-phenetidin). The solvent is C(C)(C)O (isopropanol). Yields the product CCOC1=CC=C(C=C1)[NH3+].[Br-].BrC1=C(C2=CC=CC=[N+]2C=C1)O.[Br-] (2-Bromo-1-hydroxyquinolizinium bromide p-phenetidinium salt). As a reaction SMILES: [Br-:1].[C:2]([O:5][C:6]1[C:15]2[N+:10](=[CH:11][CH:12]=[CH:13][CH:14]=2)[CH:9]=[CH:8][C:7]=1[Br:16])(=O)[CH3:3].CCOC1C=CC(N)=CC=1>C(O)(C)C>[CH3:3][CH2:2][O:5][C:6]1[CH:7]=[CH:8][C:9]([NH3+:10])=[CH:14][CH:15]=1.[Br-:16].[Br:16][C:7]1[CH:8]=[CH:9][N+:10]2[C:15](=[CH:14][CH:13]=[CH:12][CH:11]=2)[C:6]=1[OH:5].[Br-:1] |f:0.1,4.5.6.7|. Reported procedure: To a solution of 1-acetoxy-2-bromoquinolizinium bromide (30.0 g., 0.09 mole) in isopropanol (600 ml.) was added p-phenetidin (24.0 g., 0.18 mole). The stirred mixture was boiled under reflux for 4 hours, during which time solid had precipitated from solution. The cooled mixture was filtered and washed with ether. The product as yellow needles weighed 37.0 g. (97%). Recrystallization from alcohol-ether provided yellow needles which melted at 161°-162°. The reactants are CC(=O)O[BH-](OC(C)=O)OC(C)=O, C1COCCN1, CC(=O)O, CN(C)C=O, ClCCl, COc1cc(Nc2c(C#N)cnc3cc(-c4cccc(C=O)c4)sc23)c(Cl)cc1Cl, [Na+]. Product: COc1cc(Nc2c(C#N)cnc3cc(-c4cccc(CN5CCOCC5)c4)sc23)c(Cl)cc1Cl. Reaction SMILES: [C:37]([O:38][BH-:39]([O:40][C:41](=[O:42])[CH3:43])[O:44][C:45](=[O:46])[CH3:47])(=[O:48])[CH3:49].[CH2:1]1[CH2:2][O:3][CH2:4][CH2:5][NH:6]1.[CH3:51][C:52](=[O:53])[OH:54].[CH3:58][N:59]([CH3:60])[CH:61]=[O:62].[Cl:55][CH2:56][Cl:57].[Cl:7][c:8]1[c:9]([NH:17][c:18]2[c:19]3[c:20]([n:21][cH:22][c:23]2[C:24]#[N:25])[cH:26][c:27](-[c:29]2[cH:30][c:31]([CH:35]=[O:36])[cH:32][cH:33][cH:34]2)[s:28]3)[cH:10][c:11]([O:15][CH3:16])[c:12]([Cl:14])[cH:13]1.[Na+:50]>>[CH2:1]1[CH2:2][O:3][CH2:4][CH2:5][N:6]1[CH2:35][c:31]1[cH:30][c:29](-[c:27]2[cH:26][c:20]3[c:19]([c:18]([NH:17][c:9]4[c:8]([Cl:7])[cH:13][c:12]([Cl:14])[c:11]([O:15][CH3:16])[cH:10]4)[c:23]([C:24]#[N:25])[cH:22][n:21]3)[s:28]2)[cH:34][cH:33][cH:32]1. Reactants: FC(C=1C=C(CNC(C2=CC(=NC=C2)C2=C(C=CC(=C2)F)[N+](=O)[O-])=O)C=CC1)(F)F (N-(3-(trifluoromethyl)benzyl)-2-(5-fluoro-2-nitrophenyl)isonicotinamide), C(C)NCC (diethylamine), C(=O)([O-])[O-].[K+].[K+] (K2CO3). Run in CN(C)C=O (DMF), C(C)(=O)OCC (ethyl acetate). Conditions: time 16 hour. The product is FC(C=1C=C(CNC(C2=CC(=NC=C2)C2=C(C=CC(=C2)N(CC)CC)[N+](=O)[O-])=O)C=CC1)(F)F (N-(3-(trifluoromethyl)benzyl)-2-(5-(diethylamino)-2-nitrophenyl)-isonicotinamide). The yield is 88.8%. RXN SMILES: [F:1][C:2]([F:30])([F:29])[C:3]1[CH:4]=[C:5]([CH:26]=[CH:27][CH:28]=1)[CH2:6][NH:7][C:8](=[O:25])[C:9]1[CH:14]=[CH:13][N:12]=[C:11]([C:15]2[CH:20]=[C:19](F)[CH:18]=[CH:17][C:16]=2[N+:22]([O-:24])=[O:23])[CH:10]=1.[CH2:31]([NH:33][CH2:34][CH3:35])[CH3:32].C([O-])([O-])=O.[K+].[K+]>CN(C=O)C.C(OCC)(=O)C>[F:1][C:2]([F:30])([F:29])[C:3]1[CH:4]=[C:5]([CH:26]=[CH:27][CH:28]=1)[CH2:6][NH:7][C:8](=[O:25])[C:9]1[CH:14]=[CH:13][N:12]=[C:11]([C:15]2[CH:20]=[C:19]([N:33]([CH2:34][CH3:35])[CH2:31][CH3:32])[CH:18]=[CH:17][C:16]=2[N+:22]([O-:24])=[O:23])[CH:10]=1 |f:2.3.4|. Procedure details: A 25° C. mixture of 500 mg of 2-(5-fluoro-2-nitrophenyl)-N-(3-(trifluoromethyl)benzyl)isonicotinamide 14d, 131 mg of diethylamine, and 329 mg of K2CO3 in 4 mL of DMF was stirred for 16 h and then stirred for an additional 24 h at 60° C. The mixture was diluted with ethyl acetate, and the resulting solution was washed with water, and then with brine. The solution was dried (Na2SO4) and the solvent was removed at reduced pressure. The residue was purified by chromatography on silica gel to give 50... The reactants are COC(=O)C=1NC2=CC=CC=C2C1CC (3-ethyl-2-indolecarboxylic acid methyl ester), C(=O)([O-])C(O)C(O)C(=O)[O-].[Na+].[K+] (potassium sodium tartrate), [H-].[Al+3].[Li+].[H-].[H-].[H-] (lithium aluminum hydride), C(C)(=O)OCC (ethyl acetate). Solvent: O1CCCC1 (tetrahydrofuran), CO (methanol), O1CCCC1 (tetrahydrofuran). Yields the product C(C)C1=C(NC2=CC=CC=C12)CO (3-ethyl-2-hydroxymethylindole). The yield is 73.1%. As a reaction SMILES: [H-].[Al+3].[Li+].[H-].[H-].[H-].C[O:8][C:9]([C:11]1[NH:12][C:13]2[C:18]([C:19]=1[CH2:20][CH3:21])=[CH:17][CH:16]=[CH:15][CH:14]=2)=O.C(OCC)(=O)C.C(C(C(C([O-])=O)O)O)([O-])=O.[Na+].[K+]>O1CCCC1.CO>[CH2:20]([C:19]1[C:18]2[C:13](=[CH:14][CH:15]=[CH:16][CH:17]=2)[NH:12][C:11]=1[CH2:9][OH:8])[CH3:21] |f:0.1.2.3.4.5,8.9.10|. Procedure: To the suspension of lithium aluminum hydride (4.15 g) in tetrahydrofuran (41 ml) at 15°-30° C. under a nitrogen atmosphere was added dropwise over 45 minutes 3-ethyl-2-indolecarboxylic acid methyl ester (22.2 g) in tetrahydrofuran. After the mixture was stirred at room temperature for an hour, ethyl acetate (200 ml) was added dropwise at 20°-30° C., followed by the addition of methanol (10 ml) at the same temperature. The reaction mixture was treated with saturated aqueous potassium sodium tart... Starting materials: O=C([O-])[O-], CC(C)(C)C(=O)OCCl, CC(C)=O, CCCCC1C(=O)N(c2ccccc2)N(c2ccccc2)C1=O, [K+], [K+]. The product is CCCCC1(COC(=O)C(C)(C)C)C(=O)N(c2ccccc2)N(c2ccccc2)C1=O. RXN SMILES: [C:1](=[O:2])([O-:3])[O-:4].[C:30]([C:31]([CH3:32])([CH3:33])[CH3:34])(=[O:35])[O:36][CH2:37][Cl:38].[CH3:39][C:40](=[O:41])[CH3:42].[CH3:7][CH2:8][CH2:9][CH2:10][CH:11]1[C:12](=[O:13])[N:14]([c:24]2[cH:25][cH:26][cH:27][cH:28][cH:29]2)[N:15]([c:18]2[cH:19][cH:20][cH:21][cH:22][cH:23]2)[C:16]1=[O:17].[K+:5].[K+:6]>>[CH3:7][CH2:8][CH2:9][CH2:10][C:11]1([CH2:37][O:36][C:30]([C:31]([CH3:32])([CH3:33])[CH3:34])=[O:35])[C:12](=[O:13])[N:14]([c:24]2[cH:25][cH:26][cH:27][cH:28][cH:29]2)[N:15]([c:18]2[cH:19][cH:20][cH:21][cH:22][cH:23]2)[C:16]1=[O:17]. Reactants: COC=1C=C2C3(C(N(C2=CC1)CCC#N)=O)OCCCO3 (3-(5′-methoxy-2′-oxospiro[1,3-dioxane-2,3′-indol]-1′(2′H)-yl)propanenitrile), C1CCOC1 (THF), N (NH3). Reagents/catalysts: [Ni] (Raney Nickel). The solvent is CCO (EtOH). Run at temperature 135 celsius. Yields the product COC1=CC=2C3(C=4N(C2C=C1)CCCN4)OCCCO3 (8′-Methoxy-3′,4′-dihydro-2′H-spiro[1,3-dioxane-2,10′pyrimido[1,2-a]indole]). Yield: 27.3%. Reaction SMILES: [CH3:1][O:2][C:3]1[CH:4]=[C:5]2[C:9](=[CH:10][CH:11]=1)[N:8]([CH2:12][CH2:13][C:14]#[N:15])[C:7](=O)[C:6]12[O:21][CH2:20][CH2:19][CH2:18][O:17]1.N.C1COCC1>[Ni].CCO>[CH3:1][O:2][C:3]1[CH:11]=[CH:10][C:9]2[N:8]3[CH2:12][CH2:13][CH2:14][N:15]=[C:7]3[C:6]3([O:21][CH2:20][CH2:19][CH2:18][O:17]3)[C:5]=2[CH:4]=1. Reported procedure: A mixture of 3-(5′-methoxy-2′-oxospiro[1,3-dioxane-2,3′-indol]-1′(2′H)-yl)propanenitrile (1.00 g, 3.47 mmol) and wet Raney Nickel (1.00 g) in 2M EtOH.NH3 (45 mL) and THF (45 mL) was hydrogenated in a Parr Hydrogenation Bottle (250 mL) at 53 lb/in H2 for 20 hr. The mixture was filtered through Celite and the filtrate was poured into a steel pressure vessel and heated at 135° C. for 66 hr. The reaction was cooled to room temperature and concentrated. The crude product was purified on Biotage KP si... Starting materials: NC1=C(C=CC=2CCCCC12)NC1=CC(=CC=C1)NC(=O)OC(C)(C)C (1-Amino-2-(3-tert-butoxycarbonylaminophenyl)amino-5,6,7,8-tetrahydronaphthalene), C(C(=O)Cl)(=O)Cl (oxalyl chloride). The product is C(C)(C)(C)OC(=O)NC=1C=C(C=CC1)N1C(C(NC=2C3=C(C=CC12)CCCC3)=O)=O (4-(3-tert-Butoxycarbonylaminophenyl)-1,4,7,8,9,10-hexahydrobenzo[f]quinoxaline-2,3-dione). As a reaction SMILES: [NH2:1][C:2]1[C:11]2[CH2:10][CH2:9][CH2:8][CH2:7][C:6]=2[CH:5]=[CH:4][C:3]=1[NH:12][C:13]1[CH:18]=[CH:17][CH:16]=[C:15]([NH:19][C:20]([O:22][C:23]([CH3:26])([CH3:25])[CH3:24])=[O:21])[CH:14]=1.[C:27](Cl)(=[O:31])[C:28](Cl)=[O:29]>>[C:23]([O:22][C:20]([NH:19][C:15]1[CH:14]=[C:13]([N:12]2[C:3]3[CH:4]=[CH:5][C:6]4[CH2:7][CH2:8][CH2:9][CH2:10][C:11]=4[C:2]=3[NH:1][C:28](=[O:29])[C:27]2=[O:31])[CH:18]=[CH:17][CH:16]=1)=[O:21])([CH3:26])([CH3:25])[CH3:24]. Procedure: 1-Amino-2-(3-tert-butoxycarbonylaminophenyl)amino-5,6,7,8-tetrahydronaphthalene and oxalyl chloride were used in a process similar to Example 1(3) to give the titled compound. Starting materials: C(C(=C)C)(=O)OC (Methyl methacrylate), CC(C)([O-])C.[K+] (potassium tert-butoxide), ClC1=C(C=C(C=C1)C(CC1=CC(=CC=C1)Cl)=O)F (1-(4-chloro-3-fluorophenyl)-2-(3-chlorophenyl)ethanone). The solvent is O1CCCC1 (tetrahydrofuran). Reaction conditions: temperature 0 celsius, time 1 hour. Yields the product ClC1=C(C=C(C=C1)C(C(CC(C(=O)OC)C)C1=CC(=CC=C1)Cl)=O)F (Methyl 5-(4-chloro-3-fluorophenyl)-4-(3-chlorophenyl)-2-methyl-5-oxopentanoate). Reaction SMILES: [C:1]([O:6][CH3:7])(=[O:5])[C:2]([CH3:4])=[CH2:3].CC(C)([O-])C.[K+].[Cl:14][C:15]1[CH:20]=[CH:19][C:18]([C:21](=[O:30])[CH2:22][C:23]2[CH:28]=[CH:27][CH:26]=[C:25]([Cl:29])[CH:24]=2)=[CH:17][C:16]=1[F:31]>O1CCCC1>[Cl:14][C:15]1[CH:20]=[CH:19][C:18]([C:21](=[O:30])[CH:22]([C:23]2[CH:28]=[CH:27][CH:26]=[C:25]([Cl:29])[CH:24]=2)[CH2:3][CH:2]([CH3:4])[C:1]([O:6][CH3:7])=[O:5])=[CH:17][C:16]=1[F:31] |f:1.2|. Procedure: Methyl methacrylate (125.0 g, 1097 mmol) and potassium tert-butoxide (1 M in tetrahydrofuran, 115 mL, 115 mmol) were sequentially added to a solution of 1-(4-chloro-3-fluorophenyl)-2-(3-chlorophenyl)ethanone (327.0 g, 1160 mmol, Example 4, Step B) in anhydrous tetrahydrofuran (2.61 L), at 0° C. The reaction mixture was stirred for 1 hour at 0° C. and then warmed to ambient temperature and stirred for 12 hours. On completion, the reaction was quenched with water (1.0 L) and extracted with ethyl a... Reactants: CC(=O)OC=O, ClCCl, CC(=O)OC(C)=O, O=CO, C(=NNc1ccccc1)c1cccnc1. Yields the product O=CN(N=Cc1cccnc1)c1ccccc1. As a reaction SMILES: [C:16]([O:17][CH:19]=[O:20])(=[O:18])[CH3:21].[CH2:32]([Cl:33])[Cl:34].[CH3:25][C:26]([O:27][C:28](=[O:29])[CH3:30])=[O:31].[CH:22]([OH:23])=[O:24].[c:1]1([NH:7][N:8]=[CH:9][c:10]2[cH:11][n:12][cH:13][cH:14][cH:15]2)[cH:2][cH:3][cH:4][cH:5][cH:6]1>>[c:1]1([N:7]([N:8]=[CH:9][c:10]2[cH:11][n:12][cH:13][cH:14][cH:15]2)[CH:16]=[O:18])[cH:2][cH:3][cH:4][cH:5][cH:6]1.